Dataset: the Open Reaction Database (ORD), a public repository of structured organic reaction records. Task: describe an organic reaction: reactants, conditions, products, and yield The reactants are Cl.Cl.CN[C@H]1CN(CCC1)C1C(CCCC1)(O)C(C)C1=CC(=CC=C1)OC(F)(F)F (2-[(3R)-3-(methylamino)piperidin-1-yl]-1-[3-(trifluoromethoxy)phenyl]ethylcyclohexanol dihydrochloride), OC1(CCCCC1)C(C(=O)N1C[C@@H](CCC1)NC(OC(C)(C)C)=O)C1=CC(=CC=C1)OC(F)(F)F (tert-butyl ((3R)-1-{(1-hydroxycyclohexyl)[3-(trifluoromethoxy)phenyl]acetyl}piperidin-3-yl)carbamate). The product is Cl.Cl.CN[C@H]1CN(CCC1)CC(C1=CC(=CC=C1)OC(F)(F)F)C1(CCCCC1)O (1-{2-[(3R)-3-(methylamino)piperidin-1-yl]-1-[3-(trifluoromethoxy)phenyl]ethyl}cyclohexanol Dihydrochloride). Reaction SMILES: [ClH:1].Cl.CN[C@@H]1CCCN(C2CCCCC2(C(C2C=CC=C(OC(F)(F)F)C=2)C)O)C1.[OH:31][C:32]1([CH:38]([C:55]2[CH:60]=[CH:59][CH:58]=[C:57]([O:61][C:62]([F:65])([F:64])[F:63])[CH:56]=2)[C:39]([N:41]2[CH2:46][CH2:45][CH2:44][C@@H:43]([NH:47][C:48](=O)OC(C)(C)C)[CH2:42]2)=O)[CH2:37][CH2:36][CH2:35][CH2:34][CH2:33]1>>[ClH:1].[ClH:1].[CH3:48][NH:47][C@@H:43]1[CH2:44][CH2:45][CH2:46][N:41]([CH2:39][CH:38]([C:32]2([OH:31])[CH2:33][CH2:34][CH2:35][CH2:36][CH2:37]2)[C:55]2[CH:60]=[CH:59][CH:58]=[C:57]([O:61][C:62]([F:63])([F:64])[F:65])[CH:56]=2)[CH2:42]1 |f:0.1.2,4.5.6|. Reported procedure: In an analogous manner to Example 13, step 2 1-{2-[(3R)-3-(methylamino)piperidin-1-yl]-1-[3-(trifluoromethoxy)phenyl]ethylcyclohexanol dihydrochloride was prepared from tert-butyl ((3R)-1-{(1-hydroxycyclohexyl)[3-(trifluoromethoxy)phenyl]acetyl}piperidin-3-yl)carbamate. MS m/z 401; HRMS: calcd for C21H31F3N2O2+H, 401.24159; found (ESI, [M+H]+), 401.2406. Starting materials: COC(=O)C(C)(C)CCBr, O=C([O-])[O-], CC(=O)N(c1ccc(Cl)cc1)C1CC(C)N(C(=O)c2cc(F)c(O)c(F)c2)c2ccccc21, [Cs+], [Cs+], CN(C)C=O. The product is COC(=O)C(C)(C)CCOc1c(F)cc(C(=O)N2c3ccccc3C(N(C(C)=O)c3ccc(Cl)cc3)CC2C)cc1F. As a reaction SMILES: [Br:40][CH2:41][CH2:42][C:43]([C:44](=[O:45])[O:46][CH3:47])([CH3:48])[CH3:49].[C:34](=[O:35])([O-:36])[O-:37].[Cl:1][c:2]1[cH:3][cH:4][c:5]([N:8]([C:9]([CH3:10])=[O:11])[CH:12]2[CH2:13][CH:14]([CH3:33])[N:15]([C:22]([c:23]3[cH:24][c:25]([F:31])[c:26]([OH:30])[c:27]([F:29])[cH:28]3)=[O:32])[c:16]3[cH:17][cH:18][cH:19][cH:20][c:21]32)[cH:6][cH:7]1.[Cs+:38].[Cs+:39].[O:50]=[CH:51][N:52]([CH3:53])[CH3:54]>>[Cl:1][c:2]1[cH:3][cH:4][c:5]([N:8]([C:9]([CH3:10])=[O:11])[CH:12]2[CH2:13][CH:14]([CH3:33])[N:15]([C:22]([c:23]3[cH:24][c:25]([F:31])[c:26]([O:30][CH2:41][CH2:42][C:43]([C:44](=[O:45])[O:46][CH3:47])([CH3:48])[CH3:49])[c:27]([F:29])[cH:28]3)=[O:32])[c:16]3[cH:17][cH:18][cH:19][cH:20][c:21]32)[cH:6][cH:7]1.